Dataset: the Open Reaction Database (ORD), a public repository of structured organic reaction records. Task: describe an organic reaction: reactants, conditions, products, and yield Reactants: ice water, ClC1=CC=2C3=C(NC2C=C1)CCN(C3)C (8-Chloro-2,3,4,5-tetrahydro-2-methyl-1H-pyrido[4,3-b]indole), C1(CCC1)C1(OC1)C1=CC=C(C=C1)F (2-cyclobutyl-2-(4-fluorophenyl)oxirane), [H-].[Na+] (Sodium hydride). Solvent: CN(C)C=O (DMF). Reaction conditions: time 5 minute. The product is ClC1=CC=2C3=C(N(C2C=C1)CC(O)(C1=CC=C(C=C1)F)C1CCC1)CCN(C3)C (2-(8-chloro-2-methyl-3,4-dihydro-1H-pyrido[4,3-b]indol-5(2H)-yl)-1-cyclobutyl-1-(4-fluorophenyl)ethanol). As a reaction SMILES: [Cl:1][C:2]1[CH:10]=[CH:9][C:8]2[NH:7][C:6]3[CH2:11][CH2:12][N:13]([CH3:15])[CH2:14][C:5]=3[C:4]=2[CH:3]=1.[H-].[Na+].[CH:18]1([C:22]2([C:25]3[CH:30]=[CH:29][C:28]([F:31])=[CH:27][CH:26]=3)[CH2:24][O:23]2)[CH2:21][CH2:20][CH2:19]1>CN(C=O)C>[Cl:1][C:2]1[CH:10]=[CH:9][C:8]2[N:7]([CH2:24][C:22]([CH:18]3[CH2:21][CH2:20][CH2:19]3)([C:25]3[CH:30]=[CH:29][C:28]([F:31])=[CH:27][CH:26]=3)[OH:23])[C:6]3[CH2:11][CH2:12][N:13]([CH3:15])[CH2:14][C:5]=3[C:4]=2[CH:3]=1 |f:1.2|. Reported procedure: 8-Chloro-2,3,4,5-tetrahydro-2-methyl-1H-pyrido[4,3-b]indole (1.5 g, 6 mmol) was dissolved in DMF (15 mL) and stirred for 5 min. Sodium hydride (720 mg, 10 mmol) was then added portionwise under nitrogen. This was followed by addition of 2-cyclobutyl-2-(4-fluorophenyl)oxirane (1.906 g, 18 mmol) at RT, and the reaction mixture was stirred for 18 h. After completion of reaction, the reaction mixture was poured into ice water and the product extracted with EtOAc. The organic layer was washed with wa... The reactants are BrCC1CCC1 ((bromomethyl)cyclobutane), C1(=CC=CC=C1)P(C1=CC=CC=C1)C1=CC=CC=C1 (triphenylphosphine), CCCCCC (hexane). Solvent: C1(=CC=CC=C1)C (toluene). Yields the product [Br-].C1(CCC1)C[P+](C1=CC=CC=C1)(C1=CC=CC=C1)C1=CC=CC=C1 ((cyclobutylmethyl)(triphenyl)phosphonium bromide). Yield: 38.5%. As a reaction SMILES: [Br:1][CH2:2][CH:3]1[CH2:6][CH2:5][CH2:4]1.[C:7]1([P:13]([C:20]2[CH:25]=[CH:24][CH:23]=[CH:22][CH:21]=2)[C:14]2[CH:19]=[CH:18][CH:17]=[CH:16][CH:15]=2)[CH:12]=[CH:11][CH:10]=[CH:9][CH:8]=1.CCCCCC>C1(C)C=CC=CC=1>[Br-:1].[CH:3]1([CH2:2][P+:13]([C:14]2[CH:15]=[CH:16][CH:17]=[CH:18][CH:19]=2)([C:20]2[CH:25]=[CH:24][CH:23]=[CH:22][CH:21]=2)[C:7]2[CH:8]=[CH:9][CH:10]=[CH:11][CH:12]=2)[CH2:6][CH2:5][CH2:4]1 |f:4.5|. Procedure details: A solution of (bromomethyl)cyclobutane (4.5 ml, 0.04 mol) in toluene (50 ml) was treated with triphenylphosphine (10.56 g, 0.04 mol) and the mixture stirred at reflux, under a nitrogen atmosphere, for 2 days. The mixture was allowed to cool to room temperature and treated with hexane (50 ml). The solvent was decanted off and further hexane added. The solvent was decanted off again. The solid was washed with diethyl ether (×2) and dried under reduced pressure to afford the title compound as a whi...